From a dataset of the Open Reaction Database (ORD), a public repository of structured organic reaction records. describe an organic reaction: reactants, conditions, products, and yield The reactants are CNC, CO, CC(C)(C)OC(=O)n1ncc2c(-c3ccco3)nc(N)nc21, O. Yields the product Nc1nc(-c2ccco2)c2cn[nH]c2n1. RXN SMILES: [CH3:23][NH:24][CH3:25].[CH3:26][OH:27].[NH2:1][c:2]1[n:3][c:4](-[c:18]2[o:19][cH:20][cH:21][cH:22]2)[c:5]2[c:6]([n:7]1)[n:8]([C:11]([O:12][C:13]([CH3:14])([CH3:15])[CH3:16])=[O:17])[n:9][cH:10]2.[OH2:28]>>[NH2:1][c:2]1[n:3][c:4](-[c:18]2[o:19][cH:20][cH:21][cH:22]2)[c:5]2[c:6]([n:7]1)[nH:8][n:9][cH:10]2. Starting materials: ClCCl, CC(C)(C)OC(=O)c1ccnn2c(-c3ccc(NC(=O)Nc4ccccc4C(F)(F)F)cc3)nnc12, O=C(O)C(F)(F)F. Product: O=C(Nc1ccc(-c2nnc3c(C(=O)O)ccnn23)cc1)Nc1ccccc1C(F)(F)F. Reaction SMILES: [Cl:44][CH2:45][Cl:46].[F:1][C:2]([c:3]1[c:4]([NH:9][C:10]([NH:11][c:12]2[cH:13][cH:14][c:15](-[c:18]3[n:19][n:20][c:21]4[n:22]3[n:23][cH:24][cH:25][c:26]4[C:27](=[O:28])[O:29][C:30]([CH3:31])([CH3:32])[CH3:33])[cH:16][cH:17]2)=[O:34])[cH:5][cH:6][cH:7][cH:8]1)([F:35])[F:36].[F:37][C:38]([F:39])([F:40])[C:41]([OH:42])=[O:43]>>[F:1][C:2]([c:3]1[c:4]([NH:9][C:10]([NH:11][c:12]2[cH:13][cH:14][c:15](-[c:18]3[n:19][n:20][c:21]4[n:22]3[n:23][cH:24][cH:25][c:26]4[C:27](=[O:28])[OH:29])[cH:16][cH:17]2)=[O:34])[cH:5][cH:6][cH:7][cH:8]1)([F:35])[F:36]. Reactants: FC1=C(C=CC=C1)N1C=CC=C1 (1-(2-fluoro-phenyl)-1H-pyrrole), [Cl-].COC1=C(C=[N+]2CCOCC2)C=CC=C1 (4-(2-methoxy-benzylidene)-morpholin-4-ium chloride). Yields the product FC1=C(C=CC=C1)N1C(=CC=C1)C(N1CCOCC1)C1=C(C=CC=C1)OC (4-[[1-(2-Fluorophenyl)-1H-pyrrol-2-yl]-(2-methoxyphenyl)-methyl]-morpholine). RXN SMILES: [F:1][C:2]1[CH:7]=[CH:6][CH:5]=[CH:4][C:3]=1[N:8]1[CH:12]=[CH:11][CH:10]=[CH:9]1.[Cl-].[CH3:14][O:15][C:16]1[CH:28]=[CH:27][CH:26]=[CH:25][C:17]=1[CH:18]=[N+:19]1[CH2:24][CH2:23][O:22][CH2:21][CH2:20]1>>[F:1][C:2]1[CH:7]=[CH:6][CH:5]=[CH:4][C:3]=1[N:8]1[CH:12]=[CH:11][CH:10]=[C:9]1[CH:18]([C:17]1[CH:25]=[CH:26][CH:27]=[CH:28][C:16]=1[O:15][CH3:14])[N:19]1[CH2:24][CH2:23][O:22][CH2:21][CH2:20]1 |f:1.2|. Procedure: The preparation was carried out in accordance with general synthesis instructions 4 from 1-(2-fluoro-phenyl)-1H-pyrrole and 4-(2-methoxy-benzylidene)-morpholin-4-ium chloride, which had been prepared in accordance with example 1. The reactants are O (water), C(C)(C)(C)OC(=O)[C@H]1[C@@H]2N(C(=C(C(S2)N)CCl)C(=O)OC(C2=CC=CC=C2)C2=CC=CC=C2)C1=O (benzhydryl 7β-tert-butoxycarbonyl-amino-3-chloromethyl-3-cephem-4-carboxylate), [I-].[Na+] (sodium iodide), C(=O)NC1=CC=NN1CCOC=O (5-formamido-1-(2-formyloxyethyl)pyrazole). The solvent is C(C)(=O)OCC (ethyl acetate), CN(C=O)C (N,N-dimethylformamide). Conditions: time 24 hour. The product is [I-].C(C)(C)(C)OC(=O)N[C@H]1[C@@H]2N(C(=C(CS2)C[N+]=2N(C(=CC2)NC=O)CCOC=O)C(=O)OC(C2=CC=CC=C2)C2=CC=CC=C2)C1=O (benzhydryl 7β-tert-butoxycarbonylamino-3-[3-formamido-2-(2-formyloxyethyl)-1-pyrazolio]methyl-3-cephem-4-carboxylate iodide). Reaction SMILES: C(OC([C@@H:8]1[C:34](=[O:35])[N:10]2[C:11]([C:18]([O:20][CH:21]([C:28]3[CH:33]=[CH:32][CH:31]=[CH:30][CH:29]=3)[C:22]3[CH:27]=[CH:26][CH:25]=[CH:24][CH:23]=3)=[O:19])=[C:12]([CH2:16]Cl)[CH:13](N)[S:14][C@H:9]12)=O)(C)(C)C.[I-:36].[Na+].[CH:38]([NH:40][C:41]1[N:45]([CH2:46][CH2:47][O:48][CH:49]=[O:50])[N:44]=[CH:43][CH:42]=1)=[O:39].[OH2:51]>CN(C)C=O.C(OCC)(=O)C>[I-:36].[C:12]([O:51][C:34]([NH:10][C@@H:8]1[C:34](=[O:35])[N:10]2[C:11]([C:18]([O:20][CH:21]([C:22]3[CH:27]=[CH:26][CH:25]=[CH:24][CH:23]=3)[C:28]3[CH:29]=[CH:30][CH:31]=[CH:32][CH:33]=3)=[O:19])=[C:12]([CH2:16][N+:44]3[N:45]([CH2:46][CH2:47][O:48][CH:49]=[O:50])[C:41]([NH:40][CH:38]=[O:39])=[CH:42][CH:43]=3)[CH2:13][S:14][C@H:9]12)=[O:35])([CH3:16])([CH3:13])[CH3:11] |f:1.2,7.8|. Procedure: To a mixture of benzhydryl 7β-tert-butoxycarbonyl-amino-3-chloromethyl-3-cephem-4-carboxylate (20 g) and sodium iodide (5.82 g) in N,N-dimethylformamide (20 ml) was added 5-formamido-1-(2-formyloxyethyl)pyrazole (21.34 g) at room temperature. After being stirred for 24 hours at the same temperature, the mixture was poured into a mixture of water and ethyl acetate. The organic layer was separated and washed with water, aqueous sodium chloride solution, and dried over magnesium sulfate. The soluti... Reactants: C1(CCCCC1)N=C=NC1CCCCC1 (N,N′-dicyclohexylcarbodiimide), OCCCOC1=CC=C(C=C1)C1=CC=C(C=C1)O (4′-(3-hydroxypropoxy)biphenyl-4-ol), C(C(=C)C)(=O)O (methacrylic acid), N,N-dimethylaminopyridine, O.O.C(C(=O)O)(=O)O (oxalic acid dihydrate). The solvent is C1(=CC=CC=C1)C (toluene). Reaction conditions: time 8 hour. Product: CC(C(=O)OC=1C=C(C=CC1)C1=CC(=CC=C1)OC(C(=C)C)=O)=C (3′-(2-methylacryloyloxy)biphenyl-3-yl 2-methylacrylate). As a reaction SMILES: OCCCO[C:6]1[CH:11]=[CH:10][C:9]([C:12]2[CH:17]=[CH:16][C:15](O)=[CH:14][CH:13]=2)=[CH:8][CH:7]=1.[C:19]([OH:24])(=[O:23])[C:20]([CH3:22])=[CH2:21].C1(N=C=N[CH:34]2[CH2:39][CH2:38]CCC2)CCCCC1.O.O.C(O)(=O)[C:43]([OH:45])=[O:44]>C1(C)C=CC=CC=1>[CH3:21][C:20](=[CH2:22])[C:19]([O:24][C:16]1[CH:17]=[C:12]([C:9]2[CH:8]=[CH:7][CH:6]=[C:11]([O:45][C:43](=[O:44])[C:39]([CH3:38])=[CH2:34])[CH:10]=2)[CH:13]=[CH:14][CH:15]=1)=[O:23] |f:3.4.5|. Procedure: 4.50 g (18.4 mmol) of 4′-(3-hydroxypropoxy)biphenyl-4-ol, 6.5 ml (0.766 mol) of methacrylic acid and 0.5 g of N,N-dimethylaminopyridine (DMAP) are initially introduced in 250 ml of toluene, a solution of 16.0 g (0.775 mol) of N,N′-dicyclohexylcarbodiimide is added with ice-cooling, and the mixture is stirred overnight at room temp. After addition of 6.5 g of oxalic acid dihydrate, the batch is stirred for 1 h and filtered, and the filtrate is evaporated. The residue is filtered through silica ge... The reactants are C(#N)[BH3-].[Na+] (sodium cyanoborohydride), N[C@H]1CSC2=C(NC1=O)C=CC=C2 (3(R)-amino-2,3-dihydro-1,5-(5H)-benzothiazepin-4-one), C(C1=CC=CC=C1)OC(=O)N1CCC(CC1)CCCCC(C(=O)OCC)=O (ethyl 6-(1-benzyloxycarbonyl-4-piperidyl)-2-oxohexanoate), C(C)(=O)O (acetic acid), 3A. The solvent is C(C)O (ethanol), C(C)O (ethanol). Conditions: time 20 minute. Yields the product C(C1=CC=CC=C1)OC(=O)N1CCC(CC1)CCCCC(C(=O)OCC)N[C@H]1CSC2=C(NC1=O)C=CC=C2 (3(R)-[5-(1-benzyloxycarbonyl-4-piperidyl)-1-ethoxycarbonylpentyl]amino-2,3-dihydro-1,5(5H)-benzothiazepin-4-one). Isolated yield 38.6%. As a reaction SMILES: [NH2:1][C@@H:2]1[C:8](=[O:9])[NH:7][C:6]2[CH:10]=[CH:11][CH:12]=[CH:13][C:5]=2[S:4][CH2:3]1.[CH2:14]([O:21][C:22]([N:24]1[CH2:29][CH2:28][CH:27]([CH2:30][CH2:31][CH2:32][CH2:33][C:34](=O)[C:35]([O:37][CH2:38][CH3:39])=[O:36])[CH2:26][CH2:25]1)=[O:23])[C:15]1[CH:20]=[CH:19][CH:18]=[CH:17][CH:16]=1.C(O)(=O)C.C([BH3-])#N.[Na+]>C(O)C>[CH2:14]([O:21][C:22]([N:24]1[CH2:25][CH2:26][CH:27]([CH2:30][CH2:31][CH2:32][CH2:33][CH:34]([NH:1][C@@H:2]2[C:8](=[O:9])[NH:7][C:6]3[CH:10]=[CH:11][CH:12]=[CH:13][C:5]=3[S:4][CH2:3]2)[C:35]([O:37][CH2:38][CH3:39])=[O:36])[CH2:28][CH2:29]1)=[O:23])[C:15]1[CH:16]=[CH:17][CH:18]=[CH:19][CH:20]=1 |f:3.4|. Procedure details: A mixture of 3(R)-amino-2,3-dihydro-1,5-(5H)-benzothiazepin-4-one (1.0 g), ethyl 6-(1-benzyloxycarbonyl-4-piperidyl)-2-oxohexanoate (6.0 g), acetic acid (0.37 g), molecular sieves 3A (3.0 g) and ethanol (25 ml) is stirred at room temperature for 20 minutes. To the stirred mixture is added dropwise a solution of sodium cyanoborohydride (0.66 g) in ethanol (20 ml) over a period of 5 hours. After the reaction mixture is concentrated under reduced pressure, the residue is diluted with a mixture of e... Reactants: [BH4-], COc1cc(C=O)ccc1OCc1nc(N2CCCCC2)sc1C, [Na+], C1CCOC1, O. The product is COc1cc(CO)ccc1OCc1nc(N2CCCCC2)sc1C. Reaction SMILES: [BH4-:25].[CH3:1][O:2][c:3]1[cH:4][c:5]([CH:6]=[O:7])[cH:8][cH:9][c:10]1[O:11][CH2:12][c:13]1[n:14][c:15]([N:19]2[CH2:20][CH2:21][CH2:22][CH2:23][CH2:24]2)[s:16][c:17]1[CH3:18].[Na+:26].[O:28]1[CH2:29][CH2:30][CH2:31][CH2:32]1.[OH2:27]>>[CH3:1][O:2][c:3]1[cH:4][c:5]([CH2:6][OH:7])[cH:8][cH:9][c:10]1[O:11][CH2:12][c:13]1[n:14][c:15]([N:19]2[CH2:20][CH2:21][CH2:22][CH2:23][CH2:24]2)[s:16][c:17]1[CH3:18].